From a dataset of the Open Reaction Database (ORD), a public repository of structured organic reaction records. describe an organic reaction: reactants, conditions, products, and yield The reactants are CCI, CCOC(=O)Cc1cccnc1, [H-], [Na+], C1CCOC1. Product: CCOC(=O)C(CC)c1cccnc1. As a reaction SMILES: [CH2:15]([CH3:16])[I:17].[CH2:1]([CH3:2])[O:3][C:4]([CH2:5][c:6]1[cH:7][n:8][cH:9][cH:10][cH:11]1)=[O:12].[H-:13].[Na+:14].[O:18]1[CH2:19][CH2:20][CH2:21][CH2:22]1>>[CH2:1]([CH3:2])[O:3][C:4]([CH:5]([c:6]1[cH:7][n:8][cH:9][cH:10][cH:11]1)[CH2:15][CH3:16])=[O:12]. Starting materials: NC1C(N(C2=C(C(=N1)C1=CC=CC=C1)C=CC=C2)CC(=O)OCC2=CC=CC=C2)=O (3(RS)-amino-1,3-dihydro-1-phenylmethyloxycarbonylmethyl-5-phenyl-2H-1,4-benzodiazepin-2-one), ClC1=CC=C(C=C1)N=C=O (4-chlorophenylisocyanate). Run in O1CCCC1 (tetrahydrofuran). Run at time 8 hour. Yields the product C1(=CC=CC=C1)COC(CN1C(C(N=C(C2=C1C=CC=C2)C2=CC=CC=C2)NC(=O)NC2=CC=C(C=C2)Cl)=O)=O (3-((((4-Chlorophenyl)amino)carbonyl)amino)-2,3-dihydro-2-oxo-5-phenyl-1H-1,4-benzodiazepine-1-acetic acid phenylmethyl ester). RXN SMILES: [NH2:1][CH:2]1[N:8]=[C:7]([C:9]2[CH:14]=[CH:13][CH:12]=[CH:11][CH:10]=2)[C:6]2[CH:15]=[CH:16][CH:17]=[CH:18][C:5]=2[N:4]([CH2:19][C:20]([O:22][CH2:23][C:24]2[CH:29]=[CH:28][CH:27]=[CH:26][CH:25]=2)=[O:21])[C:3]1=[O:30].[Cl:31][C:32]1[CH:37]=[CH:36][C:35]([N:38]=[C:39]=[O:40])=[CH:34][CH:33]=1>O1CCCC1>[C:24]1([CH2:23][O:22][C:20](=[O:21])[CH2:19][N:4]2[C:5]3[CH:18]=[CH:17][CH:16]=[CH:15][C:6]=3[C:7]([C:9]3[CH:10]=[CH:11][CH:12]=[CH:13][CH:14]=3)=[N:8][CH:2]([NH:1][C:39]([NH:38][C:35]3[CH:36]=[CH:37][C:32]([Cl:31])=[CH:33][CH:34]=3)=[O:40])[C:3]2=[O:30])[CH:29]=[CH:28][CH:27]=[CH:26][CH:25]=1. Procedure: Equimolar amounts of 3(RS)-amino-1,3-dihydro-1-phenylmethyloxycarbonylmethyl-5-phenyl-2H-1,4-benzodiazepin-2-one and 4-chlorophenylisocyanate were mixed in 8 ml of dry tetrahydrofuran at room temperature. The reaction mixture was allowed to stand for 8 hours and was then filtered. The collected solids were washed with tetrahydrofuran and dried in vacuo over P2O5 to give the analytical product: m.p. 220°-222° C.